Dataset: the Open Reaction Database (ORD), a public repository of structured organic reaction records. Task: describe an organic reaction: reactants, conditions, products, and yield The reactants are COc1cc(C(=O)N(C(C)C)C(C)C)ccc1OCCCCOc1ccc(C#N)cc1, CCO, Cl, NO, [Na+], [OH-], O. The product is COc1cc(C(=O)N(C(C)C)C(C)C)ccc1OCCCCOc1ccc(C(N)=NO)cc1. Reaction SMILES: [C:1](#[N:2])[c:3]1[cH:4][cH:5][c:6]([O:7][CH2:8][CH2:9][CH2:10][CH2:11][O:12][c:13]2[c:14]([O:28][CH3:29])[cH:15][c:16]([C:17](=[O:18])[N:19]([CH:20]([CH3:21])[CH3:22])[CH:23]([CH3:24])[CH3:25])[cH:26][cH:27]2)[cH:30][cH:31]1.[CH3:38][CH2:39][OH:40].[ClH:34].[NH2:35][OH:36].[Na+:33].[OH-:32].[OH2:37]>>[C:1]([NH2:2])([c:3]1[cH:4][cH:5][c:6]([O:7][CH2:8][CH2:9][CH2:10][CH2:11][O:12][c:13]2[c:14]([O:28][CH3:29])[cH:15][c:16]([C:17](=[O:18])[N:19]([CH:20]([CH3:21])[CH3:22])[CH:23]([CH3:24])[CH3:25])[cH:26][cH:27]2)[cH:30][cH:31]1)=[N:35][OH:32]. Reactants: CC(C)([O-])C.[Na+] (Sodium t-butoxide), solution, BrC(C(F)(F)F)Cl (1-bromo-1-chloro-2,2,2-trifluoroethane), CC(C=C=O)C (3-methylbut-1-en-1-al), O1CCCC1 (tetrahydrofuran). The solvent is CN(C=O)C (dimethyl formamide). Run at temperature -78 celsius, time 40 minute. Product: BrC(C(C=C(C)C)O)(C(F)(F)F)Cl (5-bromo-5-chloro-4-hydroxy-2-methyl-6,6,6-trifluorohex-2-ene). Reaction SMILES: CC(C)([O-])C.[Na+].[Br:7][CH:8]([Cl:13])[C:9]([F:12])([F:11])[F:10].[CH3:14][CH:15]([CH3:19])[CH:16]=[C:17]=[O:18].O1CCCC1>CN(C)C=O>[Br:7][C:8]([Cl:13])([C:9]([F:12])([F:11])[F:10])[CH:17]([OH:18])[CH:16]=[C:15]([CH3:19])[CH3:14] |f:0.1|. Procedure: Sodium t-butoxide (1.39 g of a 42% solution in dry dimethyl formamide was added dropwise over a period of 5 minutes to a stirred mixture of 1-bromo-1-chloro-2,2,2-trifluoroethane (0.535 ml), 3-methylbut-1-en-1-al (0.538 ml) and dry tetrahydrofuran (10 ml) maintained at a temperature of -78° C. by external cooling under a nitrogen atmosphere. The mixture was then stirred for a further 40 minutes at the temperature after which the external cooling was removed and the reaction quenched by the dropw... Reactants: C(CCC1=CC=CC=C1)=O (hydrocinnamaldehyde), C(CC(=O)O)(=O)O (malonic acid). Reagents/catalysts: CC(=O)O (AcOH), N1CCCCC1 (piperidine). The solvent is O (H2O), CS(=O)C (DMSO), CS(=O)C (DMSO). Conditions: temperature 65 celsius, time 2 hour. Yields the product C1(=CC=CC=C1)C/C=C/CC(=O)O ((E)-5-phenylpent-3-enoic acid). The yield is 79.2%. As a reaction SMILES: [C:1](O)(=O)[CH2:2][C:3]([OH:5])=[O:4].C(=O)[CH2:9][CH2:10][C:11]1[CH:16]=[CH:15][CH:14]=[CH:13][CH:12]=1>CS(C)=O.O.CC(O)=O.N1CCCCC1>[C:11]1([CH2:10]/[CH:9]=[CH:1]/[CH2:2][C:3]([OH:5])=[O:4])[CH:16]=[CH:15][CH:14]=[CH:13][CH:12]=1. Procedure details: A solution of malonic acid (17.06 g, 163.96 mmol) in DMSO (65 mL) was treated with a solution of AcOH (0.1 mL, 1.49 mmol) and piperidine (0.15 mL, 1.49 mmol) in DMSO (4 mL). The reaction solution was warmed to 65° C. and hydrocinnamaldehyde (10 g, 74.53 mmol) was added dropwise within 1.5 hr. After the addition ended, the reaction mixture was stirred for further 2 h at 65° C. The solution was cooled to room temperature, taken up in H2O and extracted with Et2O. The combined organic extracts were ... Reactants: C1(CCCCC1)N=C=NC1CCCCC1 (dicyclohexylcarbodiimide), C(C)(=O)OCC (ethyl acetate), C1(CCCCC1)N=C=NC1CCCCC1 (dicyclohexylcarbodiimide), C(C)SC1=CC2=C(N(C3=C(C=C2CC(=O)O)C=CC=C3)C)C=C1 (2-ethylthio-5-methyl-11-carboxymethyl [5H] dibenzo (b,f) azepine), C(C)(=O)OCC (ethyl acetate), C1=CC(=CC=C1[N+](=O)[O-])O (p-nitrophenol). Conditions: time 1 hour. Product: C(C)SC1=C(C2=C(N(C3=C(C=C2C(=O)OC2=CC=C(C=C2)[N+](=O)[O-])C=CC=C3)C)C=C1)C (2-ethylthio-5-methyl-11-(p-nitrophenoxycarbonyl)-methyl [5H] dibenzo (b,f) azepine). Reaction SMILES: [CH2:1]([S:3][C:4]1[CH:23]=[CH:22][C:7]2[N:8]([CH3:21])[C:9]3[CH:20]=[CH:19][CH:18]=[CH:17][C:10]=3[CH:11]=C(CC(O)=O)[C:6]=2[CH:5]=1)[CH3:2].[CH:24]1[C:29]([N+:30]([O-:32])=[O:31])=[CH:28][CH:27]=[C:26]([OH:33])[CH:25]=1.[CH:34]1(N=C=NC2CCCCC2)CCCCC1.[C:49](OCC)(=[O:51])[CH3:50]>>[CH2:1]([S:3][C:4]1[CH:23]=[CH:22][C:7]2[N:8]([CH3:21])[C:9]3[CH:20]=[CH:19][CH:18]=[CH:17][C:10]=3[CH:11]=[C:50]([C:49]([O:33][C:26]3[CH:27]=[CH:28][C:29]([N+:30]([O-:32])=[O:31])=[CH:24][CH:25]=3)=[O:51])[C:6]=2[C:5]=1[CH3:34])[CH3:2]. Procedure details: A suspension of 2 g of 2-ethylthio-5-methyl-11-carboxymethyl [5H] dibenzo (b,f) azepine in 40 ml of ethyl acetate was heated until dissolution occured and after cooling the mixture, 840 mg of p-nitrophenol were added thereto. After total dissolution, 1.28 g of dicyclohexylcarbodiimide in 4.8 ml of ethyl acetate were added thereto and the mixture was refluxed with stirring for 1 hour. 130 mg of dicyclohexylcarbodiimide were then added and reflux with stirring was continued for 30 minutes. After c...